This data is from the Open Reaction Database (ORD), a public repository of structured organic reaction records. The task is: describe an organic reaction: reactants, conditions, products, and yield Procedure details: Take up 6-(2,3,4,5-tetrahydro-1H-benzo[d]azepin-7-yloxy)nicotinamide (0.0500 g, 0.176 mmol) and K2CO3 (0.0488 g, 0.353 mmol) in DMF (1.0 mL). Add 2-bromoethylbenzene (0.0265 mL, 0.194 mmol) and heat to 70° C. overnight. Remove DMF as an azeotrope with xylenes. Purify by 5 g SCX column by washing with methanol and eluting with 2.0 M NH3 in methanol. Then purify by flash chromatography, eluting with 0-10% ethyl acetate and 5% (2.0 M NH3 in methanol) in dichloromethane to give the title compound: M... Starting materials: C1CNCCC2=C1C=CC(=C2)OC2=NC=C(C(=O)N)C=C2 (6-(2,3,4,5-tetrahydro-1H-benzo[d]azepin-7-yloxy)nicotinamide), xylenes, C(=O)([O-])[O-].[K+].[K+] (K2CO3), BrCCC1=CC=CC=C1 (2-bromoethylbenzene). Reaction SMILES: [CH2:1]1[C:7]2[CH:8]=[CH:9][C:10]([O:12][C:13]3[CH:21]=[CH:20][C:16]([C:17]([NH2:19])=[O:18])=[CH:15][N:14]=3)=[CH:11][C:6]=2[CH2:5][CH2:4][NH:3][CH2:2]1.C([O-])([O-])=O.[K+].[K+].Br[CH2:29][CH2:30][C:31]1[CH:36]=[CH:35][CH:34]=[CH:33][CH:32]=1>CN(C=O)C>[CH2:29]([N:3]1[CH2:4][CH2:5][C:6]2[CH:11]=[C:10]([O:12][C:13]3[CH:21]=[CH:20][C:16]([C:17]([NH2:19])=[O:18])=[CH:15][N:14]=3)[CH:9]=[CH:8][C:7]=2[CH2:1][CH2:2]1)[CH2:30][C:31]1[CH:36]=[CH:35][CH:34]=[CH:33][CH:32]=1 |f:1.2.3|. Run in CN(C)C=O (DMF), CN(C)C=O (DMF). Yields the product C(CC1=CC=CC=C1)N1CCC2=C(CC1)C=C(C=C2)OC2=NC=C(C(=O)N)C=C2 (6-(3-Phenethyl-2,3,4,5-tetrahydro-1H-benzo[d]azepin-7-yloxy)nicotinamide). Reactants: CCc1nc(C=Cc2cn(-c3ccccc3)nc2OCOC)cs1, CO, Cl. Yields the product CCc1nc(C=Cc2cn(-c3ccccc3)nc2O)cs1. RXN SMILES: [CH2:1]([CH3:2])[c:3]1[s:4][cH:5][c:6]([CH:8]=[CH:9][c:10]2[c:11]([O:21][CH2:22][O:23][CH3:24])[n:12][n:13](-[c:15]3[cH:16][cH:17][cH:18][cH:19][cH:20]3)[cH:14]2)[n:7]1.[CH3:26][OH:27].[ClH:25]>>[CH2:1]([CH3:2])[c:3]1[s:4][cH:5][c:6]([CH:8]=[CH:9][c:10]2[c:11]([OH:21])[n:12][n:13](-[c:15]3[cH:16][cH:17][cH:18][cH:19][cH:20]3)[cH:14]2)[n:7]1. Starting materials: Cc1ccc(Br)cc1, O=C([O-])[O-], CC1(C)CCC(C)(C)c2cc(C=CCC3OCCCO3)ccc21, [K+], [K+]. Yields the product Cc1ccc(C(=Cc2ccc3c(c2)C(C)(C)CCC3(C)C)CC2OCCCO2)cc1. Reaction SMILES: [Br:24][c:25]1[cH:26][cH:27][c:28]([CH3:31])[cH:29][cH:30]1.[C:32](=[O:33])([O-:34])[O-:35].[CH3:1][C:2]1([CH3:23])[c:3]2[cH:4][cH:5][c:6]([CH:14]=[CH:15][CH2:16][CH:17]3[O:18][CH2:19][CH2:20][CH2:21][O:22]3)[cH:7][c:8]2[C:9]([CH3:12])([CH3:13])[CH2:10][CH2:11]1.[K+:36].[K+:37]>>[CH3:1][C:2]1([CH3:23])[c:3]2[cH:4][cH:5][c:6]([CH:14]=[C:15]([CH2:16][CH:17]3[O:18][CH2:19][CH2:20][CH2:21][O:22]3)[c:25]3[cH:26][cH:27][c:28]([CH3:31])[cH:29][cH:30]3)[cH:7][c:8]2[C:9]([CH3:12])([CH3:13])[CH2:10][CH2:11]1. The reactants are COc1cc(N)ccc1C, Cl, O=N[O-], [Na+], O, O, O, Cl[Sn]Cl. Product: COc1cc(NN)ccc1C. Reaction SMILES: [CH3:1][c:2]1[c:3]([O:9][CH3:10])[cH:4][c:5]([NH2:6])[cH:7][cH:8]1.[ClH:20].[N:11]([O-:12])=[O:13].[Na+:14].[OH2:15].[OH2:16].[OH2:21].[Sn:17]([Cl:18])[Cl:19]>>[CH3:1][c:2]1[c:3]([O:9][CH3:10])[cH:4][c:5]([NH:6][NH2:11])[cH:7][cH:8]1. Starting materials: O=C([O-])[O-], CN(C)C=O, Cc1oc(-c2cccs2)nc1CCl, [K+], [K+], O, COC(=O)CCc1cn(Cc2ccc(O)cc2)nc1-c1ccccc1. Yields the product COC(=O)CCc1cn(Cc2ccc(OCc3nc(-c4cccs4)oc3C)cc2)nc1-c1ccccc1. As a reaction SMILES: [C:39](=[O:40])([O-:41])[O-:42].[CH3:45][N:46]([CH3:47])[CH:48]=[O:49].[Cl:1][CH2:2][c:3]1[n:4][c:5](-[c:9]2[s:10][cH:11][cH:12][cH:13]2)[o:6][c:7]1[CH3:8].[K+:43].[K+:44].[OH2:50].[OH:14][c:15]1[cH:16][cH:17][c:18]([CH2:19][n:20]2[n:21][c:22](-[c:31]3[cH:32][cH:33][cH:34][cH:35][cH:36]3)[c:23]([CH2:25][CH2:26][C:27](=[O:28])[O:29][CH3:30])[cH:24]2)[cH:37][cH:38]1>>[CH2:2]([c:3]1[n:4][c:5](-[c:9]2[s:10][cH:11][cH:12][cH:13]2)[o:6][c:7]1[CH3:8])[O:14][c:15]1[cH:16][cH:17][c:18]([CH2:19][n:20]2[n:21][c:22](-[c:31]3[cH:32][cH:33][cH:34][cH:35][cH:36]3)[c:23]([CH2:25][CH2:26][C:27](=[O:28])[O:29][CH3:30])[cH:24]2)[cH:37][cH:38]1. Starting materials: C(C)N(CCNC(=O)C1=C(NC=2\C(\CCCC12)=C\1/C(NC2=CC=C(C=C12)F)=O)C)CC ((Z)—N-[2-(diethylamino)ethyl]-2-methyl-7-(1,2-dihydro-5-fluoro-2-oxo-3H-indol-3-ylidene)-4,5,6,7-tetrahydro-1H-indol-3-carboxamide), C(C)#N (acetonitrile), C(\C=C/C(=O)O)(=O)O (maleic acid). The solvent is ClCCl (dichloromethane). Yields the product C(\C=C/C(=O)O)(=O)O.C(C)N(CCNC(=O)C1=C(NC=2\C(\CCCC12)=C\1/C(NC2=CC=C(C=C12)F)=O)C)CC ((Z)—N-[2-(diethylamino)ethyl]-2-methyl-7-(1,2-dihydro-5-fluoro-2-oxo-3H-indol-3-ylidene)-4,5,6,7-tetrahydro-1H-indol-3-carboxamide maleate). Isolated yield 90.0%. RXN SMILES: [CH2:1]([N:3]([CH2:30][CH3:31])[CH2:4][CH2:5][NH:6][C:7]([C:9]1[C:17]2[CH2:16][CH2:15][CH2:14]/[C:13](=[C:18]3/[C:19](=[O:28])[NH:20][C:21]4[C:26]/3=[CH:25][C:24]([F:27])=[CH:23][CH:22]=4)/[C:12]=2[NH:11][C:10]=1[CH3:29])=[O:8])[CH3:2].C(#N)C.[C:35]([OH:42])(=[O:41])/[CH:36]=[CH:37]\[C:38]([OH:40])=[O:39]>ClCCl>[C:35]([OH:42])(=[O:41])/[CH:36]=[CH:37]\[C:38]([OH:40])=[O:39].[CH2:30]([N:3]([CH2:1][CH3:2])[CH2:4][CH2:5][NH:6][C:7]([C:9]1[C:17]2[CH2:16][CH2:15][CH2:14]/[C:13](=[C:18]3/[C:19](=[O:28])[NH:20][C:21]4[C:26]/3=[CH:25][C:24]([F:27])=[CH:23][CH:22]=4)/[C:12]=2[NH:11][C:10]=1[CH3:29])=[O:8])[CH3:31] |f:4.5|. Procedure: 4.25 g (10 mmol) (Z)—N-[2-(diethylamino)ethyl]-2-methyl-7-(1,2-dihydro-5-fluoro-2-oxo-3H-indol-3-ylidene)-4,5,6,7-tetrahydro-1H-indol-3-carboxamide was added to a mixture of 250 ml acetonitrile and 50 ml dichloromethane. The mixture was treated under ultrasonic sound to uniform dispersion. 1.39 g (12 mmol) maleic acid was added and the solution was heated to reflux with stirring under nitrogen atmosphere. After reaction for 1 h, the resulting mixture was filtered while being hot, and the filtrat... Starting materials: C(C)(=O)OCC (Ethyl acetate), [H-].[Na+] (sodium hydride), C[Si](CCOCCl)(C)C ((2-trimethylsilylethoxy)methyl chloride), BrC=1C=C2C(=NNC2=CC1)C (5-bromo-3-methyl-1H-indazole). The solvent is CN(C)C=O (DMF). Reaction conditions: time 1 hour. The product is BrC=1C=C2C(=NN(C2=CC1)COCC[Si](C)(C)C)C (5-bromo-3-methyl-N-(2-trimethylsilanylethoxymethyl)indazole). Isolated yield 91.2%. RXN SMILES: [Br:1][C:2]1[CH:3]=[C:4]2[C:8](=[CH:9][CH:10]=1)[NH:7][N:6]=[C:5]2[CH3:11].[H-].[Na+].[CH3:14][Si:15]([CH3:22])([CH3:21])[CH2:16][CH2:17][O:18][CH2:19]Cl.C(OCC)(=O)C>CN(C=O)C>[Br:1][C:2]1[CH:3]=[C:4]2[C:8](=[CH:9][CH:10]=1)[N:7]([CH2:19][O:18][CH2:17][CH2:16][Si:15]([CH3:22])([CH3:21])[CH3:14])[N:6]=[C:5]2[CH3:11] |f:1.2|. Reported procedure: To a solution of 5-bromo-3-methylindazole 104 (2 g, 9.48 mmol) in anhydrous DMF (20 mL), cooled in ice bath, was added-sodium hydride (60% w/w, 0.57 g, 14.25 mmol) and (2-trimethylsilylethoxy)methyl chloride (2.5 mL, 14.16 mmol) in a dropwise manner. The reaction mixture was allowed to warm to room temperature and was stirred for 1 hour. Ethyl acetate (200 mL) was added. The organic layer was washed with saturated ammonium chloride solution, water and brine. The organic layer was dried over sodi...